The task is: describe an organic reaction: reactants, conditions, products, and yield. This data is from the Open Reaction Database (ORD), a public repository of structured organic reaction records. The reactants are CCOC(=O)C=Cc1ccc(Cc2ccccc2)cc1, CCOC(=O)CP(=O)(OCC)OCC, O=Cc1ccc(Sc2ccccc2)cc1. Reaction SMILES: [CH2:30]([O:31][C:32](=[O:33])[CH:34]=[CH:35][c:36]1[cH:37][cH:38][c:39]([CH2:40][c:41]2[cH:42][cH:43][cH:44][cH:45][cH:46]2)[cH:47][cH:48]1)[CH3:49].[CH3:16][CH2:17][O:18][C:19](=[O:20])[CH2:21][P:22]([O:23][CH2:24][CH3:25])([O:26][CH2:27][CH3:28])=[O:29].[c:1]1([S:7][c:8]2[cH:9][cH:10][c:11]([CH:12]=[O:13])[cH:14][cH:15]2)[cH:2][cH:3][cH:4][cH:5][cH:6]1>>[c:1]1([S:7][c:8]2[cH:9][cH:10][c:11]([CH:12]=[CH:21][C:19]([O:18][CH2:17][CH3:16])=[O:20])[cH:14][cH:15]2)[cH:2][cH:3][cH:4][cH:5][cH:6]1. Product: CCOC(=O)C=Cc1ccc(Sc2ccccc2)cc1. The reactants are substituted benzyl amines, [C@@H]12N[C@H](C[C@H]2C1)C(=O)NC1(CC1)C1=CC=C(C(=O)OC)C=C1 (methyl 4-(1-((1R,3R,5R)-2-azabicyclo[3.1.0]hexane-3-carboxamido)cyclopropyl)benzoate), FC(C=1C=C(CBr)C=CC1)(F)F (3-(Trifluoromethyl)benzyl bromide). The product is FC(C=1C=C(CN2C3CC3C[C@@H]2C(=O)NC2(CC2)C2=CC=C(C(=O)OC)C=C2)C=CC1)(F)F (methyl 4-(1-((3R)-2-(3-(trifluoromethyl)benzyl)-2-azabicyclo[3.1.0]hexane-3-carboxamido)cyclopropyl)benzoate). Yield: 121.8%. RXN SMILES: [C@@H:1]12[CH2:6][C@@H:5]1[CH2:4][C@H:3]([C:7]([NH:9][C:10]1([C:13]3[CH:22]=[CH:21][C:16]([C:17]([O:19][CH3:20])=[O:18])=[CH:15][CH:14]=3)[CH2:12][CH2:11]1)=[O:8])[NH:2]2.[F:23][C:24]([F:34])([F:33])[C:25]1[CH:26]=[C:27]([CH:30]=[CH:31][CH:32]=1)[CH2:28]Br>>[F:23][C:24]([F:33])([F:34])[C:25]1[CH:26]=[C:27]([CH:30]=[CH:31][CH:32]=1)[CH2:28][N:2]1[C@@H:3]([C:7]([NH:9][C:10]2([C:13]3[CH:14]=[CH:15][C:16]([C:17]([O:19][CH3:20])=[O:18])=[CH:21][CH:22]=3)[CH2:11][CH2:12]2)=[O:8])[CH2:4][CH:5]2[CH:1]1[CH2:6]2. Procedure details: The title compound (D146) (67 mg) was prepared according to the general procedure for substituted benzyl amines preparation starting from methyl methyl 4-(1-((3R)-2-azabicyclo[3.1.0]hexane-3-carboxamido)cyclopropyl)benzoate (D104) (37 mg, 0.12 mmol) and 3-(Trifluoromethyl)benzyl bromide (0.029 ml, 0.19 mmol). Reactants: C(C)(C)(C)OC(=O)N1[C@H](C(=O)O)C[C@H](C1)OCC1=CC=CC=C1 (trans-N-t-butoxycarbonyl-4-benzyloxy-L-proline), B (borane). Solvent: C1CCOC1 (THF), C1CCOC1 (THF). Conditions: time 2 hour. Yields the product C(C)(C)(C)OC(=O)N1[C@@H](C[C@H](C1)OCC1=CC=CC=C1)CO (N-t-butoxycarbonyl-2(S)-hydroxymethyl-4(R)-benzyloxypyrrolidine). Isolated yield 100.8%. As a reaction SMILES: [C:1]([O:5][C:6]([N:8]1[CH2:15][C@H:14]([O:16][CH2:17][C:18]2[CH:23]=[CH:22][CH:21]=[CH:20][CH:19]=2)[CH2:13][C@H:9]1[C:10](O)=[O:11])=[O:7])([CH3:4])([CH3:3])[CH3:2].B>C1COCC1>[C:1]([O:5][C:6]([N:8]1[CH2:15][C@H:14]([O:16][CH2:17][C:18]2[CH:19]=[CH:20][CH:21]=[CH:22][CH:23]=2)[CH2:13][C@H:9]1[CH2:10][OH:11])=[O:7])([CH3:4])([CH3:3])[CH3:2]. Procedure details: A solution of trans-N-t-butoxycarbonyl-4-benzyloxy-L-proline (3.32 g, 10.3 mmol) in 20 mL of THF was cooled in an ice/acetone bath and a solution of borane in THF (1M, 20.6 mL, 20.6 mrnmol) was added dropwise. The solution was stirred for 2 hours then the cooling bath was removed and the mixture stirred overnight. The reaction was quenched by the careful addition of water followed by the addition of 20 mL of 1N aqueous HCl and then poured into ethyl acetate. The layers were separated and the aqu... Reactants: Cc1ccc2c(Br)c(F)cc([N+](=O)[O-])c2n1, C1COCCN1, CN(C)C=O. Product: Cc1ccc2c(N3CCOCC3)c(F)cc([N+](=O)[O-])c2n1. RXN SMILES: [Br:1][c:2]1[c:3]2[cH:4][cH:5][c:6]([CH3:16])[n:7][c:8]2[c:9]([N+:13](=[O:14])[O-:15])[cH:10][c:11]1[F:12].[CH2:17]1[CH2:18][O:19][CH2:20][CH2:21][NH:22]1.[O:23]=[CH:24][N:25]([CH3:26])[CH3:27]>>[c:2]1([N:22]2[CH2:17][CH2:18][O:19][CH2:20][CH2:21]2)[c:3]2[cH:4][cH:5][c:6]([CH3:16])[n:7][c:8]2[c:9]([N+:13](=[O:14])[O-:15])[cH:10][c:11]1[F:12]. The reactants are COc1ccc(-c2nc(CBr)c(C)o2)cc1, O=C([O-])[O-], NC(=O)c1c(F)ccc(O)c1F, [K+], [K+], CN(C)C=O. Yields the product COc1ccc(-c2nc(COc3ccc(F)c(C(N)=O)c3F)c(C)o2)cc1. Reaction SMILES: [Br:1][CH2:2][c:3]1[n:4][c:5](-[c:9]2[cH:10][cH:11][c:12]([O:15][CH3:16])[cH:13][cH:14]2)[o:6][c:7]1[CH3:8].[C:29](=[O:30])([O-:31])[O-:32].[F:17][c:18]1[c:19]([C:20](=[O:21])[NH2:22])[c:23]([F:28])[cH:24][cH:25][c:26]1[OH:27].[K+:33].[K+:34].[O:35]=[CH:36][N:37]([CH3:38])[CH3:39]>>[CH2:2]([c:3]1[n:4][c:5](-[c:9]2[cH:10][cH:11][c:12]([O:15][CH3:16])[cH:13][cH:14]2)[o:6][c:7]1[CH3:8])[O:27][c:26]1[c:18]([F:17])[c:19]([C:20](=[O:21])[NH2:22])[c:23]([F:28])[cH:24][cH:25]1. Reactants: ClC=1C=C(C=CC1Cl)CCCC(=O)O (4-(3,4-dichlorophenyl)butanoic acid), B.C1CCOC1 (borane THF). Run in C1CCOC1 (THF). The product is ClC=1C=C(C=CC1Cl)CCCCO (4-(3,4-dichlorophenyl)butan-1-ol). Yield: 99.8%. RXN SMILES: [Cl:1][C:2]1[CH:3]=[C:4]([CH2:9][CH2:10][CH2:11][C:12](O)=[O:13])[CH:5]=[CH:6][C:7]=1[Cl:8].B.C1COCC1>C1COCC1>[Cl:1][C:2]1[CH:3]=[C:4]([CH2:9][CH2:10][CH2:11][CH2:12][OH:13])[CH:5]=[CH:6][C:7]=1[Cl:8] |f:1.2|. Reported procedure: At 0° C. to a solution of 4-(3,4-dichlorophenyl)butanoic acid (3.7 g, 16 mmol) in dry THF (50 mL) was added borane THF complex (31.7 mL, 1.00 M in THF, 31.7 mmol) cautiously over 15 min and the reaction mixture allowed to warm to rt overnight. The reaction mixture was cooled to 0° C. and quenched by the cautious addition of 1 M NaOH. The reaction mixture was diluted with ether, washed with water twice, then brine, dried over MgSO4, filtered and concentrated. The residue was triturated with 10% e... RXN SMILES: [C:1]1([N:7]2[CH2:12][CH2:11][CH2:10][NH:9][S:8]2(=[O:14])=[O:13])[CH:6]=[CH:5][CH:4]=[CH:3][CH:2]=1.C([O-])([O-])=O.[K+].[K+].Br[CH2:22][C:23]([O:25][CH2:26][CH3:27])=[O:24]>CS(C)=O>[O:13]=[S:8]1(=[O:14])[N:7]([C:1]2[CH:2]=[CH:3][CH:4]=[CH:5][CH:6]=2)[CH2:12][CH2:11][CH2:10][N:9]1[CH2:22][C:23]([O:25][CH2:26][CH3:27])=[O:24] |f:1.2.3|. The solvent is CS(=O)C (DMSO). Procedure details: To 2-phenyl-1,2,6-thiadiazinan 1,1-dioxide (400 mg, 1.89 mmol) in DMSO (15 mL), were added K2CO3 (522.4 mg, 3.78 mmol) and ethyl bromoacetate (379.1 mg, 2.27 mmol). The reaction mixture was agitated for 4 hr and extracted with ethyl acetate and brine. The organic layer was dried over MgSO4 and the residue was purified by silica gel column chromatography to yield ethyl 2-(1,1-dioxido-6-phenyl-1,2,6-thiadiazinan-2-yl)acetate (468 mg, 1.56 mmol, 83%, white solid). 1H NMR (300 MHz, CDCl3): δ 7.45-7.... Yields the product O=S1(N(CCCN1C1=CC=CC=C1)CC(=O)OCC)=O (ethyl 2-(1,1-dioxido-6-phenyl-1,2,6-thiadiazinan-2-yl)acetate). Reaction conditions: time 4 hour. Reactants: C1(=CC=CC=C1)N1S(NCCC1)(=O)=O (2-phenyl-1,2,6-thiadiazinan 1,1-dioxide), C(=O)([O-])[O-].[K+].[K+] (K2CO3), BrCC(=O)OCC (ethyl bromoacetate). Isolated yield 82.5%.